From a dataset of the Open Reaction Database (ORD), a public repository of structured organic reaction records. describe an organic reaction: reactants, conditions, products, and yield Reactants: NC=1SC=C(N1)C1=CC=2CCCCC2C=C1 (2-amino-4-(5,6,7,8-tetrahydro-2-naphthyl)thiazole), C(C1=CC=CC=C1)(=O)N=C=S (benzoylisothiocyanate). Solvent: CC(=O)C (acetone). Conditions: time 3 hour. Product: C(C1=CC=CC=C1)(=O)NC(=S)NC=1SC=C(N1)C1=CC=2CCCCC2C=C1 (1-benzoyl-3-[4-(5,6,7,8-tetrahydro-2-naphthyl)-2-thiazolyl] thiourea). Isolated yield 68.2%. As a reaction SMILES: [NH2:1][C:2]1[S:3][CH:4]=[C:5]([C:7]2[CH:16]=[CH:15][C:14]3[CH2:13][CH2:12][CH2:11][CH2:10][C:9]=3[CH:8]=2)[N:6]=1.[C:17]([N:25]=[C:26]=[S:27])(=[O:24])[C:18]1[CH:23]=[CH:22][CH:21]=[CH:20][CH:19]=1>CC(C)=O>[C:17]([NH:25][C:26]([NH:1][C:2]1[S:3][CH:4]=[C:5]([C:7]2[CH:16]=[CH:15][C:14]3[CH2:13][CH2:12][CH2:11][CH2:10][C:9]=3[CH:8]=2)[N:6]=1)=[S:27])(=[O:24])[C:18]1[CH:23]=[CH:22][CH:21]=[CH:20][CH:19]=1. Procedure details: A mixture consisting consisting of 2-amino-4-(5,6,7,8-tetrahydro-2-naphthyl)thiazole (500 mg), benzoylisothiocyanate (363 mg) and acetone (10 ml) was stirred at 55° to 60° C. for 3 hours and then concentrated under reduced pressure. The residue was treated with ether, and the resultant crystals were recrystallized from chloroform-ethanol to produce 1-benzoyl-3-[4-(5,6,7,8-tetrahydro-2-naphthyl)-2-thiazolyl] thiourea (yield of 583 mg, 68.2%) in the form of colorless prisms. m.p., 181°-182° C. Starting materials: COC(CC(=O)C)=O (acetoacetic acid methyl ester), O (water), N1CCCC1 (pyrrolidine), O (water). The solvent is C1(=CC=CC=C1)C (toluene). Conditions: time 1 hour. Yields the product COC(CC(CC)=O)=O (3-oxopentanoic acid methyl ester). Isolated yield 92.3%. RXN SMILES: [CH3:1][O:2][C:3](=[O:8])[CH2:4][C:5]([CH3:7])=[O:6].N1CCC[CH2:10]1.O>C1(C)C=CC=CC=1>[CH3:1][O:2][C:3](=[O:8])[CH2:4][C:5](=[O:6])[CH2:7][CH3:10]. Reported procedure: 116 g of acetoacetic acid methyl ester and 75 g of pyrrolidine were boiled in 350 ml of toluene on a water separator until the theoretical quantity of water was separated. The solution was added drop by drop at -40° C. to a suspension of 47 g of sodium amide in 800 ml of liquid ammonia. The ammonia was removed by allowing the temperature of the reaction solution to rise to -20° C., and then, at such temperature, a solution of 114 g of methyl bromide in 500 ml of toluene was added drop by drop. T... RXN SMILES: [Br-:13].[CH3:14][CH2:15][O:16][C:17](=[O:18])[CH3:19].[CH:20]([Cl:21])([Cl:22])[Cl:23].[Cl:1][c:2]1[c:3]([C:9]([CH2:10][CH3:11])=[O:12])[cH:4][cH:5][c:6]([Cl:8])[cH:7]1>>[Cl:1][c:2]1[c:3]([C:9]([CH:10]([CH3:11])[Br:13])=[O:12])[cH:4][cH:5][c:6]([Cl:8])[cH:7]1. Product: CC(Br)C(=O)c1ccc(Cl)cc1Cl. The reactants are [Br-], CCOC(C)=O, ClC(Cl)Cl, CCC(=O)c1ccc(Cl)cc1Cl. Reactants: BrBr (Bromine), C(C1=CC=CC=C1)N1CC(C1)(CO)CO (N-benzyl-3,3-bis(hydroxymethyl)azetidine), O (water), [OH-].[Na+] (sodium hydroxide). As a reaction SMILES: BrBr.[CH2:3]([N:10]1[CH2:13][C:12]([CH2:16][OH:17])([CH2:14][OH:15])[CH2:11]1)[C:4]1[CH:9]=[CH:8][CH:7]=[CH:6][CH:5]=1.[OH-:18].[Na+].[OH2:20]>S([O-])([O-])(=O)=O.[Ni+2]>[CH2:3]([N:10]1[CH2:13][C:12]([C:14]([OH:20])=[O:15])([C:16]([OH:18])=[O:17])[CH2:11]1)[C:4]1[CH:5]=[CH:6][CH:7]=[CH:8][CH:9]=1 |f:2.3,5.6|. The reagents and catalysts are S(=O)(=O)([O-])[O-].[Ni+2] (nickel sulphate). Procedure: Bromine (10.6 g) was slowly added at 20° C. over 8 hours to a mixture of N-benzyl-3,3-bis(hydroxymethyl)azetidine (2.1 g) in water (50 ml) containing sodium hydroxide (9.3 g) and nickel chloride 6.0 aq. (1.5 g). After stirring overnight, the green precipitate of nickel hydroxide was filtered off, and the filtrate evaporated to dryness. The residue was boiled in ethanol, and the insoluble material (desired product as sodium salt and sodium bromide) separated and worked up to yield the N-benzyl-az... Conditions: time 8 hour. Yields the product C(C1=CC=CC=C1)N1CC(C1)(C(=O)O)C(=O)O (N-benzyl-azetidine-3,3-dicarboxylic acid).